This data is from the Open Reaction Database (ORD), a public repository of structured organic reaction records. The task is: describe an organic reaction: reactants, conditions, products, and yield Reactants: 160C, C1CNS(=O)(=O)C1 (1,3 propanesultam), BrC1=C2C=CC=NC2=C(C(=N1)C(=O)NCC1=CC=C(C=C1)F)O (5-bromo-N-(4-fluorobenzyl)-8-hydroxy-1,6-naphthyridine-7-carboxamide), C([O-])([O-])=O.[K+].[K+] (potassium carbonate), C(=O)(C(F)(F)F)O (TFA). Reagents/catalysts: [Cu] (copper). Solvent: CN(C)C=O (DMF). Yields the product O=S1(N(CCC1)C1=C2C=CC=NC2=C(C(=N1)C(=O)NCC1=CC=C(C=C1)F)O)=O (5-(1,1-dioxidoisothiazolidin-2-yl)-N-(4-fluorobenzyl)-8-hydroxy-1,6-naphthyridine-7-carboxamide). As a reaction SMILES: [CH2:1]1[CH2:7][S:4](=[O:6])(=[O:5])[NH:3][CH2:2]1.Br[C:9]1[N:18]=[C:17]([C:19]([NH:21][CH2:22][C:23]2[CH:28]=[CH:27][C:26]([F:29])=[CH:25][CH:24]=2)=[O:20])[C:16]([OH:30])=[C:15]2[C:10]=1[CH:11]=[CH:12][CH:13]=[N:14]2.C(=O)([O-])[O-].[K+].[K+].C(O)(C(F)(F)F)=O>[Cu].CN(C=O)C>[O:5]=[S:4]1(=[O:6])[CH2:7][CH2:1][CH2:2][N:3]1[C:9]1[N:18]=[C:17]([C:19]([NH:21][CH2:22][C:23]2[CH:28]=[CH:27][C:26]([F:29])=[CH:25][CH:24]=2)=[O:20])[C:16]([OH:30])=[C:15]2[C:10]=1[CH:11]=[CH:12][CH:13]=[N:14]2 |f:2.3.4|. Procedure: A mixture of 1,3 propanesultam (prepared as in White et al, J. Org Chem. 1987, 52: 2162) (0.081 g, 0.66 mmol), 5-bromo-N-(4-fluorobenzyl)-8-hydroxy-1,6-naphthyridine-7-carboxamide (0.10 g, 0.27 mmol), potassium carbonate (0.092 g, 0.66 mmol) and copper powder (0.017 g, 0.27 mmol) under an atmosphere of argon was stirred at 160C for 16 hr. The reaction was allowed to cool to room temperature and the residue was treated with DMF (5 mL) and TFA (1.5 mL) and filtered through a pad of celite to remov... The reactants are BrC1=C(C=CC=C1)S(=O)(=O)N1CC2(CS(C2)(=O)=O)C1 (6-((2-bromophenyl)sulfonyl)-2-thia-6-azaspiro[3.3]heptane 2,2-dioxide), FC1=C(C=CC(=C1)B1OC(C(O1)(C)C)(C)C)C=1C=NC(=NC1)N (5-(2-fluoro-4-(4,4,5,5-tetramethyl-1,3,2-dioxaborolan-2-yl)phenyl)pyrimidin-2-amine). The product is NC1=NC=C(C=N1)C1=C(C=C(C=C1)C1=C(C=CC=C1)S(=O)(=O)N1CC2(CS(C2)(=O)=O)C1)F (6-((4′-(2-Aminopyrimidin-5-yl)-3′-fluoro-[1,1′-biphenyl]-2-yl)sulfonyl)-2-thia-6-azaspiro[3.3]heptane 2,2-dioxide). Reaction SMILES: Br[C:2]1[CH:7]=[CH:6][CH:5]=[CH:4][C:3]=1[S:8]([N:11]1[CH2:19][C:13]2([CH2:16][S:15](=[O:18])(=[O:17])[CH2:14]2)[CH2:12]1)(=[O:10])=[O:9].[F:20][C:21]1[CH:26]=[C:25](B2OC(C)(C)C(C)(C)O2)[CH:24]=[CH:23][C:22]=1[C:36]1[CH:37]=[N:38][C:39]([NH2:42])=[N:40][CH:41]=1>>[NH2:42][C:39]1[N:40]=[CH:41][C:36]([C:22]2[CH:23]=[CH:24][C:25]([C:2]3[CH:7]=[CH:6][CH:5]=[CH:4][C:3]=3[S:8]([N:11]3[CH2:19][C:13]4([CH2:16][S:15](=[O:18])(=[O:17])[CH2:14]4)[CH2:12]3)(=[O:10])=[O:9])=[CH:26][C:21]=2[F:20])=[CH:37][N:38]=1. Procedure details: The title compound was prepared using analogous conditions to those described in Example 6 utilizing 6-((2-bromophenyl)sulfonyl)-2-thia-6-azaspiro[3.3]heptane 2,2-dioxide and 5-(2-fluoro-4-(4,4,5,5-tetramethyl-1,3,2-dioxaborolan-2-yl)phenyl)pyrimidin-2-amine. MS (ESI): mass calcd. for C21H19FN4O4S2, 474.08; m/z found, 474.8 [M+H]+. 1H NMR (500 MHz, DMSO-d6) δ 8.56-8.50 (d, J=1.4, 2H), 8.05-7.99 (dd, J=8.0, 1.3, 1H), 7.80-7.73 (m, 1H), 7.69-7.60 (m, 2H), 7.48-7.43 (dd, J=7.6, 1.3, 1H), 7.38-7.32 ... Product: desired product, NC1[C@@H]2N(C(=C(CS2)COC)C(=O)O)C1=O (7-amino-3-methoxymethyl-3-cephem-4-carboxylic acid). As a reaction SMILES: C[C:2]([O:4][CH2:5][C:6]1[CH2:15][S:14][C@@H:9]2[C@H:10]([NH2:13])[C:11](=[O:12])[N:8]2[C:7]=1[C:16]([OH:18])=[O:17])=O.[Bi](Cl)(Cl)Cl.C(=O)(O)[O-].[Na+].[S-2].[Na+].[Na+]>O.CO.[N+](C)([O-])=O>[NH2:13][CH:10]1[C:11](=[O:12])[N:8]2[C:7]([C:16]([OH:18])=[O:17])=[C:6]([CH2:5][O:4][CH3:2])[CH2:15][S:14][C@H:9]12 |f:2.3,4.5.6|. Reaction conditions: temperature 30 celsius, time 10 hour. Run in O (water), CO (methanol), [N+](=O)([O-])C (nitromethane). Reported procedure: To 10 ml of nitromethane were added 2.72 g of 7-ACA, 2.2 g of methanol, 9.0 g of bismuth trichloride and 5.9 g of ferric chloride. The mixture was heated at 30° C. for 160 min to advance a reaction After completion of the reaction, the reaction mixture was cooled to 5° C. To the reaction mixture was added 50 ml of water. Then, the mixture was adjusted to pH 1 with sodium bicarbonate and, then, further adjusted to pH 7.5 with sodium sulfide while cooling on ice. The resulting precipitate was filt... Starting materials: C([O-])(O)=O.[Na+] (sodium bicarbonate), CC(=O)OCC1=C(N2[C@@H]([C@@H](C2=O)N)SC1)C(=O)O (7-ACA), [Bi](Cl)(Cl)Cl (bismuth trichloride), ferric chloride, [S-2].[Na+].[Na+] (sodium sulfide). Reactants: CN(C)C=O, [H-], CCOC(=O)CI, [Na+], O=c1[nH]c2ccsc2c(=O)o1. The product is CCOC(=O)Cn1c(=O)oc(=O)c2sccc21. Reaction SMILES: [CH3:21][N:22]([CH3:23])[CH:24]=[O:25].[H-:1].[I:14][CH2:15][C:16](=[O:17])[O:18][CH2:19][CH3:20].[Na+:2].[nH:3]1[c:4](=[O:13])[o:5][c:6](=[O:12])[c:7]2[c:8]1[cH:9][cH:10][s:11]2>>[n:3]1([CH2:15][C:16](=[O:17])[O:18][CH2:19][CH3:20])[c:4](=[O:13])[o:5][c:6](=[O:12])[c:7]2[c:8]1[cH:9][cH:10][s:11]2. Starting materials: IC(C)C (2-iodopropane), C([O-])([O-])=O.[K+].[K+] (potassium carbonate), C([O-])([O-])=O.[Cs+].[Cs+] (caesium carbonate), BrC1=C(C(=CC=C1)[N+](=O)[O-])O (2-bromo-6-nitrophenol). The solvent is CN(C=O)C (dimethylformamide). Conditions: time 10 minute. The product is BrC1=C(C(=CC=C1)[N+](=O)[O-])OC(C)C (1-bromo-2-isopropoxy-3-nitrobenzene). As a reaction SMILES: C(=O)([O-])[O-].[K+].[K+].C(=O)([O-])[O-].[Cs+].[Cs+].[Br:13][C:14]1[CH:19]=[CH:18][CH:17]=[C:16]([N+:20]([O-:22])=[O:21])[C:15]=1[OH:23].I[CH:25]([CH3:27])[CH3:26]>CN(C)C=O>[Br:13][C:14]1[CH:19]=[CH:18][CH:17]=[C:16]([N+:20]([O-:22])=[O:21])[C:15]=1[O:23][CH:25]([CH3:27])[CH3:26] |f:0.1.2,3.4.5|. Reported procedure: 1.23 g of potassium carbonate, 14.6 g of caesium carbonate, 22 ml of dimethylformamide and 1.0 g of 2-bromo-6-nitrophenol are successively introduced into a three-necked round-bottomed flask under argon. The resulting suspension is stirred at ambient temperature for 10 min, and then 0.91 ml of 2-iodopropane is added in one go. The round-bottomed flask is rinsed with 10 ml of dimethylformamide and then the reaction mixture is heated at 40° C. for 48 h. After cooling to ambient temperature, the mi... The reactants are ClC=1C=C2CN(CC2=CC1F)C(C1=CC=CC=C1)(C1=CC=CC=C1)C1=CC=CC=C1 (5-chloro-6-fluoro-2-trityl-2,3-dihydro-1H-isoindole), FC(C(=O)O)(F)F (trifluoroacetic acid). Yields the product ClC=1C=C2CNCC2=CC1F (5-Chloro-6-fluoro-2,3-dihydro-1H-isoindole). RXN SMILES: [Cl:1][C:2]1[CH:3]=[C:4]2[C:8](=[CH:9][C:10]=1[F:11])[CH2:7][N:6](C(C1C=CC=CC=1)(C1C=CC=CC=1)C1C=CC=CC=1)[CH2:5]2.FC(F)(F)C(O)=O>>[Cl:1][C:2]1[CH:3]=[C:4]2[C:8](=[CH:9][C:10]=1[F:11])[CH2:7][NH:6][CH2:5]2. Reported procedure: Prepared in analogy to Example A2(c) from 5-chloro-6-fluoro-2-trityl-2,3-dihydro-1H-isoindole and trifluoroacetic acid. Light brown solid. Reactants: C(C)OC(C(C(C)C)=O)=O (3-Methyl-2-oxo-butyric acid ethyl ester), C(C(=O)O)(=O)O.C(CCC)NN (butyl-hydrazine oxalate salt), [O-]S(=O)(=O)[O-].[Mg+2] (MgSO4), CC(=O)[O-].[Na+] (NaOAc). Run in C(Cl)(Cl)Cl (CHCl3). Product: C(C)OC(C(C(C)C)=NNCCCC)=O (2-(Butyl-hydrazono)-3-methyl-butyric acid ethyl ester). Yield: 85.4%. Reaction SMILES: [CH2:1]([O:3][C:4](=[O:10])[C:5](=O)[CH:6]([CH3:8])[CH3:7])[CH3:2].C(O)(=O)C(O)=O.[CH2:17]([NH:21][NH2:22])[CH2:18][CH2:19][CH3:20].CC([O-])=O.[Na+].[O-]S([O-])(=O)=O.[Mg+2]>C(Cl)(Cl)Cl>[CH2:1]([O:3][C:4](=[O:10])[C:5](=[N:22][NH:21][CH2:17][CH2:18][CH2:19][CH3:20])[CH:6]([CH3:8])[CH3:7])[CH3:2] |f:1.2,3.4,5.6|. Procedure details: To a solution of 3-Methyl-2-oxo-butyric acid ethyl ester (1c) (1.88 g, 13.04 mmol) in 45 mL of CHCl3, butyl-hydrazine oxalate salt (2.11 g, 11.85 mmol) was added followed by NaOAc (1.94 g, 23.4 mmol) and MgSO4 (1.43 g, 11.88 mmol). The mixture was heated to reflux for 3.5 hours under N2 atmosphere with stirring. After cooling, the solid was filtered off and the filtrate was concentrated under reduced vacuum. The residue was first cleaned by an extraction between EtOAc (50 mL×3) and H2O (20 mL). ... The reactants are IC (Iodomethane), CC1(OB(OC1(C)C)C=1C=CC(=NC1)O)C (5-(4,4,5,5-tetramethyl-1,3,2-dioxaborolan-2-yl)pyridin-2-ol), C([O-])([O-])=O.[K+].[K+] (potassium carbonate). Run in C(C)#N (acetonitrile). Conditions: temperature 50 celsius, time 16 hour. Product: CN1C(C=CC(=C1)B1OC(C(O1)(C)C)(C)C)=O (1-methyl-5-(4,4,5,5-tetramethyl-1,3,2-dioxaborolan-2-yl)pyridin-2(1H)-one). Yield: 75.1%. Reaction SMILES: IC.[CH3:3][C:4]1([CH3:18])[C:8]([CH3:10])([CH3:9])[O:7][B:6]([C:11]2[CH:12]=[CH:13][C:14]([OH:17])=[N:15][CH:16]=2)[O:5]1.[C:19](=O)([O-])[O-].[K+].[K+]>C(#N)C>[CH3:19][N:15]1[CH:16]=[C:11]([B:6]2[O:5][C:4]([CH3:18])([CH3:3])[C:8]([CH3:9])([CH3:10])[O:7]2)[CH:12]=[CH:13][C:14]1=[O:17] |f:2.3.4|. Procedure details: Iodomethane (0.283 mL, 4.52 mmol) was added to a mixture of 5-(4,4,5,5-tetramethyl-1,3,2-dioxaborolan-2-yl)pyridin-2-ol (0.500 g, 2.262 mmol) and potassium carbonate (1.563 g, 11.31 mmol) in acetonitrile (10 mL). The reaction vial was sealed and stirred at 50° C. for 16 h. The resulting mixture was filtered to remove the inorganic salt and the filter cake rinsed with ethyl acetate. The filtrate was concentrated, treated with ethyl acetate (20 mL) and dichloromethane (20 mL), and filtered to remo...